Dataset: the Open Reaction Database (ORD), a public repository of structured organic reaction records. Task: describe an organic reaction: reactants, conditions, products, and yield Starting materials: N1C=CC=2C(=CC=CC12)C(=O)OC (methyl indole-4-carboxylate), FC(C1=CC=C(C(=O)Cl)C=C1)(F)F (p-trifluoromethylbenzoyl chloride), [Cl-].[Al+3].[Cl-].[Cl-] (aluminum chloride), C1(=CC=CC=C1)C1=NNC(C=2C=3C1=CNC3C=CC2)=O (1,5-Dihydro-3-phenyl-[1,2]diazepino[4,5,6-cd]-indol-6-one), ketone, O.NN (hydrazine hydrate). Run in ClC(C)Cl (dichloroethane), CO (MeOH), Cl (HCl). Yields the product FC(C1=CC=C(C=C1)C1=NC=2C=CC=C3C2C1=CN=NC3=O)(F)F (4-trifluoromethylphenyl-[1,2]diazepino[4,5,6-cd]indol-6-one). RXN SMILES: C1([C:7]2[C:13]3=[CH:14][NH:15][C:16]4[CH:17]=[CH:18][CH:19]=[C:11]([C:12]=43)[C:10](=[O:20])[NH:9][N:8]=2)C=CC=CC=1.N1C2C=CC=C(C(OC)=O)C=2C=C1.[F:34][C:35]([F:46])([F:45])[C:36]1[CH:44]=[CH:43][C:39](C(Cl)=O)=[CH:38][CH:37]=1.[Cl-].[Al+3].[Cl-].[Cl-].O.NN>ClC(Cl)C.CO.Cl>[F:34][C:35]([F:46])([F:45])[C:36]1[CH:44]=[CH:43][C:39]([C:14]2[C:13]3=[CH:7][N:8]=[N:9][C:10](=[O:20])[C:11]4[C:12]3=[C:16]([CH:17]=[CH:18][CH:19]=4)[N:15]=2)=[CH:38][CH:37]=1 |f:3.4.5.6,7.8|. Procedure: In a manner similar to that described for Compound 28, a solution of methyl indole-4-carboxylate (250 mg, 1.43 mmol) in dichloroethane (3 mL) was treated with p-trifluoromethylbenzoyl chloride (445 mg, 2.14 mmol) and aluminum chloride (572 mg). The intermediate ketone (95 mg, 0.27 mmol) in MeOH (3 mL) and conc. HCl (0.05 mL) was treated, as described, with hydrazine hydrate (0.1 mL). The reaction was quenched at 0° C. with w M NaOAc and the aqueous layer was adjusted to pH=8 with 1 M NaOH. The p... Reactants: FC1=NC=CC=C1 (2-fluoropyridine), B(OC)(OC)OC (trimethyl borate), Cl (HCl), [Li]CCCC (n-BuLi). The solvent is C1CCOC1 (THF), O.C1CCOC1 (water THF), C1CCOC1 (THF), C1CCOC1 (THF). Conditions: temperature -78 celsius, time 4 hour. The product is FC1=NC=CC=C1B(O)O (2-fluoro-3-dihydroxyborylpyridine). RXN SMILES: [Li]CCCC.[F:6][C:7]1[CH:12]=[CH:11][CH:10]=[CH:9][N:8]=1.[B:13](OC)([O:16]C)[O:14]C.Cl>C1COCC1.O.C1COCC1>[F:6][C:7]1[C:12]([B:13]([OH:16])[OH:14])=[CH:11][CH:10]=[CH:9][N:8]=1 |f:5.6|. Procedure details: 800 ml (1.28 mol) of n-BuLi (1.6M in hexane) are added to a solution of 188 ml (1.32 mol) of TMP in 1,000 ml of THF at -78° C. under argon. After the mixture has been stirred for 45 minutes at this temperature, 120.4 g (1.24 mol) of 2-fluoropyridine in 200 ml of THF are added in the course of 3 minutes. After the mixture has been stirred for 4 hours at -78° C., a solution of 128.8 g (1.24 mol) of trimethyl borate in 200 ml of THF is added dropwise in the course of 20 minutes. Then, 200 ml of a 1... Reactants: O=C1OC(C(Cl)(Cl)Cl)N2CCCC12Cc1ccccc1, CO, N. The product is NC(=O)C1(Cc2ccccc2)CCCN1. Reaction SMILES: [CH2:1]([c:2]1[cH:3][cH:4][cH:5][cH:6][cH:7]1)[C:8]12[N:9]([CH:10]([C:13]([Cl:14])([Cl:15])[Cl:16])[O:11][C:12]1=[O:17])[CH2:18][CH2:19][CH2:20]2.[CH3:22][OH:23].[NH3:21]>>[CH2:1]([c:2]1[cH:3][cH:4][cH:5][cH:6][cH:7]1)[C:8]1([C:12](=[O:11])[NH2:21])[NH:9][CH2:18][CH2:19][CH2:20]1. The reactants are C(C1=CC=CC=C1)OC([C@@H](CC1CCC1)N1C[C@@H]([C@H](C1)C1=CC(=CC=C1)F)CN1CCC(CC1)CCC(C1=CC=C(C=C1)F)(F)F)=O (2-(R)-(3-(S)-((4-(3,3-Difluoro-3-(4fluorophenyl)propyl) piperidin-1-yl)methyl)-4-(S)-(3-fluorophenyl)pyrrolidin-1-yl)-3-(cyclobutyl)propanoic acid benzyl ester). Reagents/catalysts: [OH-].[OH-].[Pd+2] (Pd(OH)2/C). Run in C(C)O (ethanol). Conditions: time 1 hour. The product is FC(CCC1CCN(CC1)C[C@H]1CN(C[C@@H]1C1=CC(=CC=C1)F)[C@@H](C(=O)O)CC1CCC1)(C1=CC=C(C=C1)F)F (2-(R)-(3-(S)-((4-(3,3-Difluoro-3-(4-fluorophenyl)propyl)piperidin-1-yl)methyl)-4-(S)-(3-fluorophenyl)pyrrolidin-1-yl)-3-(cyclobutyl)propanoic acid), amorphous glass. RXN SMILES: C([O:8][C:9](=[O:47])[C@H:10]([N:16]1[CH2:20][C@H:19]([C:21]2[CH:26]=[CH:25][CH:24]=[C:23]([F:27])[CH:22]=2)[C@@H:18]([CH2:28][N:29]2[CH2:34][CH2:33][CH:32]([CH2:35][CH2:36][C:37]([F:46])([F:45])[C:38]3[CH:43]=[CH:42][C:41]([F:44])=[CH:40][CH:39]=3)[CH2:31][CH2:30]2)[CH2:17]1)[CH2:11][CH:12]1[CH2:15][CH2:14][CH2:13]1)C1C=CC=CC=1>C(O)C.[OH-].[OH-].[Pd+2]>[F:46][C:37]([F:45])([C:38]1[CH:39]=[CH:40][C:41]([F:44])=[CH:42][CH:43]=1)[CH2:36][CH2:35][CH:32]1[CH2:33][CH2:34][N:29]([CH2:28][C@@H:18]2[C@@H:19]([C:21]3[CH:26]=[CH:25][CH:24]=[C:23]([F:27])[CH:22]=3)[CH2:20][N:16]([C@H:10]([CH2:11][CH:12]3[CH2:15][CH2:14][CH2:13]3)[C:9]([OH:47])=[O:8])[CH2:17]2)[CH2:30][CH2:31]1 |f:2.3.4|. Procedure: 2-(R)-(3-(S)-((4-(3,3-Difluoro-3-(4fluorophenyl)propyl) piperidin-1-yl)methyl)-4-(S)-(3-fluorophenyl)pyrrolidin-1-yl)-3-(cyclobutyl)propanoic acid benzyl ester (170 mg, 0.261 mmol, from EXAMPLE 155, Step I) dissolved in 95% ethanol (15 mL) was hydrogenated at atmospheric pressure using 20% Pd(OH)2/C (35 mg). After 1 h, the mixture was filtered, the catalyst was washed with 95% ethanol, and the filtrate was evaporated. The crude product was purified by flash column chromatography on silica gel el... The reactants are ClC=1C=CC=2N(C1)C(=C(N2)C2=CC=CC=C2)CNC2=NC=CC(=N2)N2CCC(CC2)(O)C (1-(2-((6-chloro-2-phenylimidazo[1,2-a]pyridin-3-yl)methylamino)pyrimidin-4-yl)-4-methylpiperidin-4-ol), ClC1=CC=C(C=C1)C=1N=C2N(C=CC=C2)C1CC1=NC(=CN=C1)Cl (2-(4-chlorophenyl)-3-((6-chloropyrazin-2-yl)methyl)imidazo[1,2-a]pyridine), N1CC(CC1)O (pyrrolidin-3-ol). The product is ClC1=CC=C(C=C1)C=1N=C2N(C=CC=C2)C1CC1=CN=CC(=N1)N1CC(CC1)O (1-(6-((2-(4-chlorophenyl)imidazo[1,2-a]pyridin-3-yl)methyl)pyrazin-2-yl)pyrrolidin-3-ol). Reaction SMILES: ClC1C=CC2N(C(CNC3N=C([N:25]4[CH2:30][CH2:29][C:28]([CH3:32])([OH:31])CC4)C=CN=3)=C(C3C=CC=CC=3)N=2)C=1.[Cl:33][C:34]1[CH:39]=[CH:38][C:37]([C:40]2[N:41]=[C:42]3[CH:47]=[CH:46][CH:45]=[CH:44][N:43]3[C:48]=2[CH2:49][C:50]2[CH:55]=[N:54][CH:53]=[C:52](Cl)[N:51]=2)=[CH:36][CH:35]=1.N1CCC(O)C1>>[Cl:33][C:34]1[CH:39]=[CH:38][C:37]([C:40]2[N:41]=[C:42]3[CH:47]=[CH:46][CH:45]=[CH:44][N:43]3[C:48]=2[CH2:49][C:50]2[N:51]=[C:52]([N:25]3[CH2:30][CH2:29][CH:28]([OH:31])[CH2:32]3)[CH:53]=[N:54][CH:55]=2)=[CH:36][CH:35]=1. Procedure: The title compound was prepared according to the experimental for compound 187 from 2-(4-chlorophenyl)-3-((6-chloropyrazin-2-yl)methyl)imidazo[1,2-a]pyridine and pyrrolidin-3-ol. M/e+ 406 for C22H21ClN5O (M+H)−; 1H-NMR (400 MHz, CDCl3) δ 8.20 (d, J=6.2 Hz, 1H), 7.89 (d, J=8.4 Hz, 2H), 7.71 (d, J=10.6 Hz, 2H), 7.59 (dd, J=9.1, 0.7 Hz, 1H), 7.41 (d, J=8.4 Hz, 2H), 7.16 (m, 1H), 6.77 (t, J=6.9 Hz, 1H), 4.56 (s, 1H), 4.32 (s, 2H), 4.06 (m, 1H), 3.53 (m, 3H), 3.00 (bs, 1H), 2.04 (m, 2H) ppm. Procedure: 5-(4-Chlorobenzoyl)pentanoyl ferrocene (8.2g; 0.02 mole) and 5% (v/v) concentrated sulphuric acid in glacial acetic acid (200 ml) were stirred at room temperature for 1 hour, the mixture was poured into water and extracted with chloroform (3 × 100 mls.). The combined extracts were washed with saturated aqueous sodium bicarbonate, and water, dried (magnesium sulphate) and evaporated under vacuum to yield a red-brown oil which crystallized from pentane at 0°-5°. The solid was filtered off to yield... Reactants: ClC1=CC=C(C(=O)CCCCC(=O)[C-]2C=CC=C2)C=C1.[CH-]1C=CC=C1.[Fe+2] (5-(4-Chlorobenzoyl)pentanoyl ferrocene), S(O)(O)(=O)=O (sulphuric acid), O (water). The solvent is C(C)(=O)O (acetic acid). Yields the product [C-]1(C=CC=C1)C1=C(CCC1)C(C1=CC=C(C=C1)Cl)=O.[CH-]1C=CC=C1.[Fe+2] (1-ferrocenyl-2-(4-chlorobenzoyl)cyclopent-1-ene). As a reaction SMILES: [Cl:1][C:2]1[CH:20]=[CH:19][C:5]([C:6]([CH2:8][CH2:9][CH2:10][CH2:11][C:12]([C-:14]2[CH:18]=[CH:17][CH:16]=[CH:15]2)=O)=[O:7])=[CH:4][CH:3]=1.[CH-:21]1[CH:25]=[CH:24][CH:23]=[CH:22]1.[Fe+2:26].S(=O)(=O)(O)O.O>C(O)(=O)C>[C-:14]1([C:12]2[CH2:11][CH2:10][CH2:9][C:8]=2[C:6](=[O:7])[C:5]2[CH:19]=[CH:20][C:2]([Cl:1])=[CH:3][CH:4]=2)[CH:18]=[CH:17][CH:16]=[CH:15]1.[CH-:21]1[CH:25]=[CH:24][CH:23]=[CH:22]1.[Fe+2:26] |f:0.1.2,6.7.8|.